Dataset: the Open Reaction Database (ORD), a public repository of structured organic reaction records. Task: describe an organic reaction: reactants, conditions, products, and yield Reactants: C(C1=CC=CC=C1)N[C@H]1CN(C[C@@H]1F)C(=O)OC(C)(C)C ((3S,4S)-tert-butyl 3-(benzylamino)-4-fluoropyrrolidine-1-carboxylate), 82. Reagents/catalysts: [Pd] (Pd—C). Run in C(C)O (ethanol). Product: N[C@H]1CN(C[C@@H]1F)C(=O)OC(C)(C)C ((3S,4S)-tert-butyl 3-amino-4-fluoropyrrolidine-1-carboxylate). Isolated yield 99.2%. RXN SMILES: C([NH:8][C@@H:9]1[C@@H:13]([F:14])[CH2:12][N:11]([C:15]([O:17][C:18]([CH3:21])([CH3:20])[CH3:19])=[O:16])[CH2:10]1)C1C=CC=CC=1>C(O)C.[Pd]>[NH2:8][C@@H:9]1[C@@H:13]([F:14])[CH2:12][N:11]([C:15]([O:17][C:18]([CH3:21])([CH3:20])[CH3:19])=[O:16])[CH2:10]1. Reported procedure: (3S,4S)-tert-butyl 3-(benzylamino)-4-fluoropyrrolidine-1-carboxylate, 82 (24 mg, 0.082 mmol) was subjected to hydrogenolysis with 10 wt % Pd—C(10 mg) in ethanol (3 ml). The reaction mixture was filtered, concentrated and azeotroped dry with CHCl3 to provide (3S,4S)-tert-butyl 3-amino-4-fluoropyrrolidine-1-carboxylate (16.6 mg, 0.081 mmol, 99.2% yield) that was used in the next step without purification.